This data is from the Open Reaction Database (ORD), a public repository of structured organic reaction records. The task is: describe an organic reaction: reactants, conditions, products, and yield The reactants are COC(=O)c1cc(Br)cc(Cl)c1NC(C)=O, CCO. Yields the product COC(=O)c1cccc(Cl)c1NC(C)=O. Reaction SMILES: [C:1](=[O:2])([O:3][CH3:4])[c:5]1[c:6]([NH:13][C:14]([CH3:15])=[O:16])[c:7]([Cl:12])[cH:8][c:9]([Br:11])[cH:10]1.[CH3:17][CH2:18][OH:19]>>[C:1](=[O:2])([O:3][CH3:4])[c:5]1[c:6]([NH:13][C:14]([CH3:15])=[O:16])[c:7]([Cl:12])[cH:8][cH:9][cH:10]1.